This data is from the Open Reaction Database (ORD), a public repository of structured organic reaction records. The task is: describe an organic reaction: reactants, conditions, products, and yield Procedure details: A 250 mL round bottom flask was charged with N′-(5-fluoro-2-hydroxypyrimidin-4-yl)-N,N-dimethylformamidine (1.00 g, 5.43 mmol) and DMF (55 mL) to give a white suspension. Solid potassium tert-butoxide (1.07 g, 9.53 mmol) was added, and the resulting pale yellow suspension was allowed to stir under nitrogen at room temperature for 20 min. Chloromethyl methyl sulfide (682 microliters (μL), 8.14 mmol) was then added, and the mixture was heated at 60° C. for 21 h. The crude reaction mixture was conc... The product is FC=1C(=NC(N(C1)CSC)=O)N=CN(C)C (N′-(5-fluoro-1-methylsulfanylmethyl-2-oxo-1,2-dihydropyrimidin-4-yl)-N,N-dimethylformamidine). Reaction conditions: time 20 minute. The yield is 2.7%. Run in CN(C)C=O (DMF). Reactants: CC(C)([O-])C.[K+] (potassium tert-butoxide), FC=1C(=NC(=NC1)O)N=CN(C)C (N′-(5-fluoro-2-hydroxypyrimidin-4-yl)-N,N-dimethylformamidine), CSCCl (Chloromethyl methyl sulfide). RXN SMILES: [F:1][C:2]1[C:3]([N:9]=[CH:10][N:11]([CH3:13])[CH3:12])=[N:4][C:5]([OH:8])=[N:6][CH:7]=1.CC(C)([O-])C.[K+].[CH3:20][S:21][CH2:22]Cl>CN(C=O)C>[F:1][C:2]1[C:3]([N:9]=[CH:10][N:11]([CH3:13])[CH3:12])=[N:4][C:5](=[O:8])[N:6]([CH2:20][S:21][CH3:22])[CH:7]=1 |f:1.2|. Starting materials: COc1c(Br)ccc2c1c(-c1cccc(F)c1)nn2C(c1ccccc1)(c1ccccc1)c1ccccc1, N=C(c1ccccc1)c1ccccc1, Cc1ccccc1, CCOCC, CC(C)(C)[O-], [Na+], c1ccc(P(c2ccccc2)c2ccc3ccccc3c2-c2c(P(c3ccccc3)c3ccccc3)ccc3ccccc23)cc1. The product is COc1c(N)ccc2c1c(-c1cccc(F)c1)nn2C(c1ccccc1)(c1ccccc1)c1ccccc1. As a reaction SMILES: [Br:1][c:2]1[c:3]([O:37][CH3:38])[c:4]2[c:5](-[c:30]3[cH:31][c:32]([F:36])[cH:33][cH:34][cH:35]3)[n:6][n:7]([C:11]([c:12]3[cH:13][cH:14][cH:15][cH:16][cH:17]3)([c:18]3[cH:19][cH:20][cH:21][cH:22][cH:23]3)[c:24]3[cH:25][cH:26][cH:27][cH:28][cH:29]3)[c:8]2[cH:9][cH:10]1.[C:45]([c:46]1[cH:47][cH:48][cH:49][cH:50][cH:51]1)([c:52]1[cH:53][cH:54][cH:55][cH:56][cH:57]1)=[NH:58].[CH3:105][c:106]1[cH:107][cH:108][cH:109][cH:110][cH:111]1.[CH3:112][CH2:113][O:114][CH2:115][CH3:116].[CH3:39][C:40]([CH3:41])([O-:42])[CH3:43].[Na+:44].[c:59]1([P:60]([c:61]2[cH:62][cH:63][cH:64][cH:65][cH:66]2)[c:67]2[cH:68][cH:69][c:70]3[c:71]([cH:72][cH:73][cH:74][cH:75]3)[c:76]2-[c:77]2[c:78]3[c:79]([cH:80][cH:81][cH:82][cH:83]3)[cH:84][cH:85][c:86]2[P:87]([c:88]2[cH:89][cH:90][cH:91][cH:92][cH:93]2)[c:94]2[cH:95][cH:96][cH:97][cH:98][cH:99]2)[cH:100][cH:101][cH:102][cH:103][cH:104]1>>[c:2]1([NH2:58])[c:3]([O:37][CH3:38])[c:4]2[c:5](-[c:30]3[cH:31][c:32]([F:36])[cH:33][cH:34][cH:35]3)[n:6][n:7]([C:11]([c:12]3[cH:13][cH:14][cH:15][cH:16][cH:17]3)([c:18]3[cH:19][cH:20][cH:21][cH:22][cH:23]3)[c:24]3[cH:25][cH:26][cH:27][cH:28][cH:29]3)[c:8]2[cH:9][cH:10]1. The reactants are C1(CCCCC1)CC1(CCN(CC1)C1=CC=C(C(=O)OCC)C=C1)O (ethyl 4-(4-(cyclohexylmethyl)-4-hydroxypiperidin-1-yl)benzoate), [H-].[Na+] (NaH), CI (MeI), CN(P(=O)(N(C)C)N(C)C)C (hexamethylphosphoramide). Run in C1CCOC1 (THF), OS(=O)(=O)[O-].[Na+] (NaHSO4). Run at temperature 50 celsius. Product: C1(CCCCC1)CC1(CCN(CC1)C1=CC=C(C(=O)OCC)C=C1)OC (ethyl 4-(4-(cyclohexylmethyl)-4-methoxypiperidin-1-yl)benzoate). Reaction SMILES: [CH:1]1([CH2:7][C:8]2([OH:25])[CH2:13][CH2:12][N:11]([C:14]3[CH:24]=[CH:23][C:17]([C:18]([O:20][CH2:21][CH3:22])=[O:19])=[CH:16][CH:15]=3)[CH2:10][CH2:9]2)[CH2:6][CH2:5][CH2:4][CH2:3][CH2:2]1.[H-].[Na+].[CH3:28]N(C)P(N(C)C)(N(C)C)=O.CI>C1COCC1.OS([O-])(=O)=O.[Na+]>[CH:1]1([CH2:7][C:8]2([O:25][CH3:28])[CH2:13][CH2:12][N:11]([C:14]3[CH:24]=[CH:23][C:17]([C:18]([O:20][CH2:21][CH3:22])=[O:19])=[CH:16][CH:15]=3)[CH2:10][CH2:9]2)[CH2:2][CH2:3][CH2:4][CH2:5][CH2:6]1 |f:1.2,6.7|. Procedure details: A solution of Example 1F (380 mg) in THF (5 mL) was treated with NaH (96 mg, 60% dispersion in mineral oil), heated to 50° C. for 2 hours, and treated with hexamethylphosphoramide (1 mL) followed by MeI (1 mL). The reaction mixture was refluxed overnight, cooled to 0° C., and diluted with saturated aqueous NaHSO4 solution (10 mL). The resulting two-phase mixture was separated, the aqueous phase was extracted twice with ether, and the combined organic layers washed with water and brine. After dry... The reactants are 2-benzothiazole-amines, hydrohalic acid, N(=O)[O-].[Na+] (sodium nitrite), formula III, ClC=1SC2=C(N1)C=CC(=C2)F (2-chloro-6-fluorobenzothiazole), ClC=1SC2=C(N1)C=CC(=C2)Cl (2,6-dichlorobenzothiazole), ClCl (chlorine), BrBr (bromine), ClC1=CC2=C(N=C(S2)N)C=C1 (6-chloro-2-benzothiazole-amine). Yields the product FC1=CC2=C(N=C(S2)N)C=C1 (6-fluoro-2-benzothiazole-amine). RXN SMILES: ClCl.BrBr.N([O-])=O.[Na+].ClC1SC2C=C(Cl)C=CC=2N=1.Cl[C:21]1[CH:30]=[CH:29][C:24]2[N:25]=[C:26]([NH2:28])[S:27][C:23]=2[CH:22]=1.ClC1SC2C=C([F:41])C=CC=2N=1>>[F:41][C:21]1[CH:30]=[CH:29][C:24]2[N:25]=[C:26]([NH2:28])[S:27][C:23]=2[CH:22]=1 |f:2.3|. Procedure: The starting compounds of the formula III wherein X is chlorine or bromine can be prepared from corresponding 2-benzothiazole-amines by reaction with a warm concentrated hydrohalic acid and sodium nitrite [See H. Mazzone and G. Pappalardo, Il Farmaco, Ed. Sc. 32, 348-354 (1977)]. Thus, for example, 2,6-dichlorobenzothiazole (m.p. 99°-101° C.) can be obtained from 6-chloro-2-benzothiazole-amine, and 2-chloro-6-fluorobenzothiazole (m.p. 92°-93° C.) can be obtained from 6-fluoro-2-benzothiazole-ami... As a reaction SMILES: I[C:2]1[C:3](=[O:13])[N:4]([CH2:10][O:11][CH3:12])[C:5]([CH3:9])=[N:6][C:7]=1[CH3:8].C(=O)([O-])[O-].[Cs+].[Cs+].N1C2C(=CC=C3C=2N=CC=C3)C=CC=1.[CH2:34]([OH:41])[C:35]1[CH:40]=[CH:39][CH:38]=[CH:37][CH:36]=1>C1(C)C=CC=CC=1.C(OCC)(=O)C.[Cu](I)I>[CH2:34]([O:41][C:2]1[C:3](=[O:13])[N:4]([CH2:10][O:11][CH3:12])[C:5]([CH3:9])=[N:6][C:7]=1[CH3:8])[C:35]1[CH:40]=[CH:39][CH:38]=[CH:37][CH:36]=1 |f:1.2.3|. The solvent is C1(=CC=CC=C1)C (toluene), C(C)(=O)OCC (ethyl acetate). The reagents and catalysts are [Cu](I)I (copper iodide). Reaction conditions: time 5 minute. Procedure details: The compound 326-3 (4.78 g) was dissolved in toluene (130 ml). Cesium carbonate (10.6 g), 1,10-phenanthroline (4.41 g) and copper iodide (3.1 g) were added to the solution, and the obtained mixture was stirred for 5 minutes. Thereafter, benzyl alcohol (5.28 ml) was added to the reaction mixture. The obtained mixture was stirred at 110° C. for 5 days. The reaction mixture was diluted with ethyl acetate and filtered. The filtrate was concentrated under reduced pressure, and the obtained residue wa... The product is C(C1=CC=CC=C1)OC=1C(N(C(=NC1C)C)COC)=O (5-(benzyloxy)-3-(methoxymethyl)-2,6-dimethylpyrimidin-4(3H)-one). The reactants are C([O-])([O-])=O.[Cs+].[Cs+] (Cesium carbonate), N1=CC=CC2=CC=C3C=CC=NC3=C12 (1,10-phenanthroline), C(C1=CC=CC=C1)O (benzyl alcohol), IC=1C(N(C(=NC1C)C)COC)=O (5-iodo-3-(methoxymethyl)-2,6-dimethylpyrimidin-4(3H)-one). The reactants are FC1=C(C=C2C(=C(C=NC2=C1)C#N)NC1=CC=C(C=C1)SC1=NC=CC=C1)OC (7-fluoro-6-methoxy-4-[4-(pyridin-2-ylsulfanyl)-phenylamino]-quinoline-3-carbonitrile), 4-(1-pyrrolidinylpiperidine), CN1C(CCC1)=O (1-methyl 2-pyrrolidinone). The product is COC=1C=C2C(=C(C=NC2=CC1N1CCC(CC1)N1CCCC1)C#N)NC1=CC=C(C=C1)SC1=NC=CC=C1 (6-methoxy-4-[4-(pyridin-2-ylsulfanyl)-phenylamino]-7-(4-pyrrolidin-1-yl-piperidin-1-yl)quinoline-3-carbonitrile). As a reaction SMILES: F[C:2]1[CH:11]=[C:10]2[C:5]([C:6]([NH:14][C:15]3[CH:20]=[CH:19][C:18]([S:21][C:22]4[CH:27]=[CH:26][CH:25]=[CH:24][N:23]=4)=[CH:17][CH:16]=3)=[C:7]([C:12]#[N:13])[CH:8]=[N:9]2)=[CH:4][C:3]=1[O:28][CH3:29].[CH3:30][N:31]1[CH2:35][CH2:34][CH2:33][C:32]1=O>>[CH3:29][O:28][C:3]1[CH:4]=[C:5]2[C:10](=[CH:11][C:2]=1[N:9]1[CH2:10][CH2:5][CH:30]([N:31]3[CH2:35][CH2:34][CH2:33][CH2:32]3)[CH2:7][CH2:8]1)[N:9]=[CH:8][C:7]([C:12]#[N:13])=[C:6]2[NH:14][C:15]1[CH:20]=[CH:19][C:18]([S:21][C:22]2[CH:27]=[CH:26][CH:25]=[CH:24][N:23]=2)=[CH:17][CH:16]=1. Procedure: Following the procedure of Example 11, a mixture of 150 mg (0.37 mmol) of 7-fluoro-6-methoxy-4-[4-(pyridin-2-ylsulfanyl)-phenylamino]-quinoline-3-carbonitrile, 287 mg (1.86 mmol) of 4-(1-pyrrolidinylpiperidine) are refluxed in 1-methyl 2-pyrrolidinone (1 mL) at 105° C. for 12 hours to yield the crude product. Purification by silica gel chromatography (95:5 methylene chloride/methanol) gives 107 mg of 6-methoxy-4-[4-(pyridin-2-ylsulfanyl)-phenylamino]-7-(4-pyrrolidin-1-yl-piperidin-1-yl)quinoline...